Dataset: the Open Reaction Database (ORD), a public repository of structured organic reaction records. Task: describe an organic reaction: reactants, conditions, products, and yield Reactants: P(=O)(OCC1=CC=CC=C1)(OCC1=CC=CC=C1)OCCl (dibenzyl (chloromethyl) phosphate), C(C1=CC=CC=C1)N(NC(=O)OCC1=CC=CC=C1)[C@](C(=O)OCC1=CC=CC=C1)(CC1=CC(=C(C=C1)O)OCC1=CC=CC=C1)C ((S)-benzyl 2-benzyl-2-(1-(benzyloxy)-3-(3-(benzyloxy)-4-hydroxyphenyl)-2-methyl-1-oxopropan-2-yl)hydrazinecarboxylate), C(C1=CC=CC=C1)N(NC(=O)OCC1=CC=CC=C1)[C@](C(=O)OCC1=CC=CC=C1)(CC1=CC(=C(C=C1)O)OCC1=CC=CC=C1)C ((S)-benzyl 2-benzyl-2-(1-(benzyloxy)-3-(3-(benzyloxy)-4-hydroxyphenyl)-2-methyl-1-oxopropan-2-yl)hydrazinecarboxylate), C(C)#N (acetonitrile), N12CCCCCC2=NCCC1 (1,8-Diazabicyclo[5.4.0]undec-7-ene), ice. The solvent is O (Water). Yields the product C(C1=CC=CC=C1)N(NC(=O)OCC1=CC=CC=C1)[C@](C(=O)OCC1=CC=CC=C1)(CC1=CC(=C(C=C1)OCOP(=O)(OCC1=CC=CC=C1)OCC1=CC=CC=C1)OCC1=CC=CC=C1)C ((S)-benzyl 2-benzyl-2-(1-(benzyloxy)-3-(3-(benzyloxy)-4-(((bis(benzyloxy)phosphoryl)oxy)methoxy)phenyl)-2-methyl-1-oxopropan-2-yl)hydrazinecarboxylate). Isolated yield 8.0%. Reaction SMILES: [P:1]([O:19][CH2:20]Cl)([O:11][CH2:12][C:13]1[CH:18]=[CH:17][CH:16]=[CH:15][CH:14]=1)([O:3][CH2:4][C:5]1[CH:10]=[CH:9][CH:8]=[CH:7][CH:6]=1)=[O:2].[CH2:22]([N:29]([C@@:41]([CH3:68])([CH2:52][C:53]1[CH:58]=[CH:57][C:56]([OH:59])=[C:55]([O:60][CH2:61][C:62]2[CH:67]=[CH:66][CH:65]=[CH:64][CH:63]=2)[CH:54]=1)[C:42]([O:44][CH2:45][C:46]1[CH:51]=[CH:50][CH:49]=[CH:48][CH:47]=1)=[O:43])[NH:30][C:31]([O:33][CH2:34][C:35]1[CH:40]=[CH:39][CH:38]=[CH:37][CH:36]=1)=[O:32])[C:23]1[CH:28]=[CH:27][CH:26]=[CH:25][CH:24]=1.C(#N)C.N12CCCN=C1CCCCC2>O>[CH2:22]([N:29]([C@@:41]([CH3:68])([CH2:52][C:53]1[CH:58]=[CH:57][C:56]([O:59][CH2:20][O:19][P:1]([O:11][CH2:12][C:13]2[CH:18]=[CH:17][CH:16]=[CH:15][CH:14]=2)([O:3][CH2:4][C:5]2[CH:10]=[CH:9][CH:8]=[CH:7][CH:6]=2)=[O:2])=[C:55]([O:60][CH2:61][C:62]2[CH:63]=[CH:64][CH:65]=[CH:66][CH:67]=2)[CH:54]=1)[C:42]([O:44][CH2:45][C:46]1[CH:47]=[CH:48][CH:49]=[CH:50][CH:51]=1)=[O:43])[NH:30][C:31]([O:33][CH2:34][C:35]1[CH:36]=[CH:37][CH:38]=[CH:39][CH:40]=1)=[O:32])[C:23]1[CH:28]=[CH:27][CH:26]=[CH:25][CH:24]=1. Reported procedure: To a 100 mL round bottom flask were added dibenzyl (chloromethyl) phosphate (1.632 g, 4.99 mmol), (S)-benzyl 2-benzyl-2-(1-(benzyloxy)-3-(3-(benzyloxy)-4-hydroxyphenyl)-2-methyl-1-oxopropan-2-yl)hydrazinecarboxylate, Compound 2, (2.1 g, 3.33 mmol) and 25 mL acetonitrile. The mixture was cooled in an ice bath. 1,8-Diazabicyclo[5.4.0]undec-7-ene (0.745 mL, 4.99 mmol) was added, and the mixture was stirred in the ice bath for 30 minutes, then at room temperature overnight. Water was added to the re... Starting materials: Nc1ccc(Br)cc1F, CC(=O)[O-], O=C([O-])[O-], CC(=O)[O-], Cc1c(OS(=O)(=O)C(F)(F)F)c([N+](=O)[O-])c2n(c1=O)CCN2Cc1ccccc1, Cc1ccccc1, [Cs+], [Cs+], [Pd+2], c1ccc(P(c2ccccc2)c2ccc3ccccc3c2-c2c(P(c3ccccc3)c3ccccc3)ccc3ccccc23)cc1. The product is Cc1c(Nc2ccc(Br)cc2F)c([N+](=O)[O-])c2n(c1=O)CCN2Cc1ccccc1. RXN SMILES: [Br:82][c:83]1[cH:84][c:85]([F:90])[c:86]([NH2:89])[cH:87][cH:88]1.[C:103]([O-:104])(=[O:105])[CH3:106].[C:47](=[O:48])([O-:49])[O-:50].[C:98]([O-:99])(=[O:100])[CH3:101].[CH2:53]([c:54]1[cH:55][cH:56][cH:57][cH:58][cH:59]1)[N:60]1[CH2:61][CH2:62][n:63]2[c:64]1[c:65]([N+:79](=[O:80])[O-:81])[c:66]([O:71][S:72]([C:73]([F:74])([F:75])[F:76])(=[O:77])=[O:78])[c:67]([CH3:70])[c:68]2=[O:69].[CH3:91][c:92]1[cH:93][cH:94][cH:95][cH:96][cH:97]1.[Cs+:51].[Cs+:52].[Pd+2:102].[cH:1]1[cH:2][cH:3][c:4]([P:5]([c:6]2[cH:7][cH:8][c:9]3[c:10]([cH:11][cH:12][cH:13][cH:14]3)[c:15]2-[c:16]2[c:17]3[c:18]([cH:19][cH:20][cH:21][cH:22]3)[cH:23][cH:24][c:25]2[P:26]([c:27]2[cH:28][cH:29][cH:30][cH:31][cH:32]2)[c:33]2[cH:34][cH:35][cH:36][cH:37][cH:38]2)[c:39]2[cH:40][cH:41][cH:42][cH:43][cH:44]2)[cH:45][cH:46]1>>[CH2:53]([c:54]1[cH:55][cH:56][cH:57][cH:58][cH:59]1)[N:60]1[CH2:61][CH2:62][n:63]2[c:64]1[c:65]([N+:79](=[O:80])[O-:81])[c:66]([NH:89][c:86]1[c:85]([F:90])[cH:84][c:83]([Br:82])[cH:88][cH:87]1)[c:67]([CH3:70])[c:68]2=[O:69]. Run at time 2 hour. Procedure: TEA (0.84 mL, 6.04 mmol) was added to a solution of trans-3-amino-cyclopentanol (1.83 g) in anhydrous THF (10 mL), under argon atmosphere. 4-Chloro-2-methylsulfanyl-pyrimidine-5-carbonitrile (1.13 g, 6.04 mmol) was then added in two portions and the resulting mixture was stirred, at RT, under argon atmosphere, for 2 h. The liquid layer was decanted and THF was added to the gummy residue. The extraction procedure was repeated and the combined extracts were evaporated under reduced pressure. The c... RXN SMILES: [NH2:1][C@H:2]1[CH2:6][CH2:5][C@H:4]([OH:7])[CH2:3]1.Cl[C:9]1[C:14]([C:15]#[N:16])=[CH:13][N:12]=[C:11]([S:17][CH3:18])[N:10]=1>C1COCC1>[OH:7][C@H:4]1[CH2:5][CH2:6][C@H:2]([NH:1][C:9]2[C:14]([C:15]#[N:16])=[CH:13][N:12]=[C:11]([S:17][CH3:18])[N:10]=2)[CH2:3]1. Reactants: TEA, N[C@@H]1C[C@H](CC1)O (trans-3-amino-cyclopentanol), ClC1=NC(=NC=C1C#N)SC (4-Chloro-2-methylsulfanyl-pyrimidine-5-carbonitrile). The yield is 66.1%. Solvent: C1CCOC1 (THF). The product is O[C@@H]1C[C@H](CC1)NC1=NC(=NC=C1C#N)SC (trans-4-(3-hydroxy-cyclopentylamino)-2-methylsulfanyl-pyrimidine-5-carbonitrile). Starting materials: OC=1C=C2C=CC=C(C2=CC1)C(=O)O (6-hydroxy-1-naphthoic acid), ClC1=NC=CC(=N1)Cl (2,4-dichloropyrimidin), Cl (HCl), O (water). The solvent is CC(=O)C (acetone), [OH-].[Na+] (NaOH). Conditions: temperature 50 celsius, time 2 hour. The product is ClC1=NC=CC(=N1)OC=1C=C2C=CC=C(C2=CC1)C(=O)O (6-(2-Chloro-pyrimidin-4-yloxy)-naphthalene-1-carboxylic acid). RXN SMILES: [OH:1][C:2]1[CH:3]=[C:4]2[C:9](=[CH:10][CH:11]=1)[C:8]([C:12]([OH:14])=[O:13])=[CH:7][CH:6]=[CH:5]2.[Cl:15][C:16]1[N:21]=[C:20](Cl)[CH:19]=[CH:18][N:17]=1.O.Cl>CC(C)=O.[OH-].[Na+]>[Cl:15][C:16]1[N:21]=[C:20]([O:1][C:2]2[CH:3]=[C:4]3[C:9](=[CH:10][CH:11]=2)[C:8]([C:12]([OH:14])=[O:13])=[CH:7][CH:6]=[CH:5]3)[CH:19]=[CH:18][N:17]=1 |f:5.6|. Procedure details: To a mixture of 7.4 g (39.5 mMol) 6-hydroxy-1-naphthoic acid and 5.9 g (39.5 mMol) 2,4-dichloropyrimidin in 104 ml of acetone, 79 ml NaOH (1 M in H2O) are added dropwise. The mixture is stirred for 19 h at rt and finally 2 h at 50° C. Then it is poured into 1.3 l water and acidified by addition of 40 ml of a 2 M HCl solution. Filtration of the suspension, washing with water and drying gives the title compound: MS: [M+1]+=301. As a reaction SMILES: [Br:1][C:2]1[CH:7]=[CH:6][C:5]([CH2:8]Br)=[CH:4][N:3]=1.[F:10][C:11]([F:22])([F:21])[C:12]([N:14]=[C:15]1[CH:20]=[CH:19][CH:18]=[CH:17][NH:16]1)=[O:13].C(=O)([O-])[O-].[K+].[K+]>C(#N)C>[Br:1][C:2]1[N:3]=[CH:4][C:5]([CH2:8][N:16]2[CH:17]=[CH:18][CH:19]=[CH:20][C:15]2=[N:14][C:12](=[O:13])[C:11]([F:21])([F:22])[F:10])=[CH:6][CH:7]=1 |f:2.3.4|. Reported procedure: 70 mg (0.28 mmol) of the 2-bromo-5-bromomethylpyridine obtained by the aforementioned method was dissolved in 10 ml of anhydrous acetonitrile, 54 mg (0.28 mmol) of 2,2,2-trifluoro-N-(pyridin-2(1H)-ylidene)acetoamide synthesized by the method described in (1) of Synthetic Example P1 and 46 mg (0.34 mmol) of potassium carbonate were added thereto in sequence, and the resulting mixture was heated and refluxed for 6 hours. After the reaction was completed, the reaction solution was returned to room ... The reactants are BrC1=NC=C(C=C1)CBr (2-bromo-5-bromomethylpyridine), C([O-])([O-])=O.[K+].[K+] (potassium carbonate), FC(C(=O)N=C1NC=CC=C1)(F)F (2,2,2-trifluoro-N-(pyridin-2(1H)-ylidene)acetoamide), ( 1 ). Product: BrC1=CC=C(C=N1)CN1C(C=CC=C1)=NC(C(F)(F)F)=O (N-[1-((6-bromopyridin-3-yl)methyl)pyridin-2(1H)-ylidene]-2,2,2-trifluoroacetamide). Run in C(C)#N (acetonitrile).